From a dataset of the Open Reaction Database (ORD), a public repository of structured organic reaction records. describe an organic reaction: reactants, conditions, products, and yield The reactants are C(=S)(Cl)Cl (thiophosgene), N1(CCOCC1)CC1=CC=C(S1)C=1OC2=C(N1)C=C(C=C2)[N+](=O)[O-] (2-[5-(4-morpholinylmethyl)-2-thienyl]-5-nitrobenzoxazole), O (water), C([O-])([O-])=O.[Ca+2] (calcium carbonate). The reagents and catalysts are [Pt]=O (platinum oxide). The solvent is C(Cl)(Cl)Cl (chloroform), O1CCCC1 (tetrahydrofuran), C(Cl)(Cl)Cl (chloroform). Run at time 3 hour. The product is N(=C=S)C=1C=CC2=C(N=C(O2)C=2SC(=CC2)CN2CCOCC2)C1 (5-Isothiocyanato-2-[5-(4-morpholinylmethyl)-2-thienyl]benzoxazole). Yield: 21.3%. Reaction SMILES: [N:1]1([CH2:7][C:8]2[S:12][C:11]([C:13]3[O:14][C:15]4[CH:21]=[CH:20][C:19]([N+:22]([O-])=O)=[CH:18][C:16]=4[N:17]=3)=[CH:10][CH:9]=2)[CH2:6][CH2:5][O:4][CH2:3][CH2:2]1.O.C(=O)([O-])[O-].[Ca+2].[C:31](Cl)(Cl)=[S:32]>O1CCCC1.C(Cl)(Cl)Cl.[Pt]=O>[N:22]([C:19]1[CH:20]=[CH:21][C:15]2[O:14][C:13]([C:11]3[S:12][C:8]([CH2:7][N:1]4[CH2:6][CH2:5][O:4][CH2:3][CH2:2]4)=[CH:9][CH:10]=3)=[N:17][C:16]=2[CH:18]=1)=[C:31]=[S:32] |f:2.3|. Procedure: To a solution of 2-[5-(4-morpholinylmethyl)-2-thienyl]-5-nitrobenzoxazole (1.75 g, 0.005 mole) in 50 ml of tetrahydrofuran, 0.2 g of platinum oxide is added. The mixture is hydrogenated at 50 psi over a period of 3 hours. The catalyst is removed by filtration and the solvent is evaporated under vacuum yielding an oil. The oil is dissolved in 25 ml of chloroform and added slowly to the following mixture at 10°C: water 25 ml; calcium carbonate 1.2 g, 0.012 mole; thiophosgene 0.6 g, 0.005 mole; and... Starting materials: [BH4-], CO, CCCOc1c(OC)cc(C=O)cc1SC, [Na+]. The product is CCCOc1c(OC)cc(CO)cc1SC. Reaction SMILES: [BH4-:17].[CH3:19][OH:20].[CH3:1][O:2][c:3]1[cH:4][c:5]([CH:6]=[O:7])[cH:8][c:9]([S:15][CH3:16])[c:10]1[O:11][CH2:12][CH2:13][CH3:14].[Na+:18]>>[CH3:1][O:2][c:3]1[cH:4][c:5]([CH2:6][OH:7])[cH:8][c:9]([S:15][CH3:16])[c:10]1[O:11][CH2:12][CH2:13][CH3:14]. Reactants: C[Si](C)(C)N=C=O, CO, CC#N, NS(=O)(=O)c1cc2c(s1)CNCC2. Product: NC(=O)N1CCc2cc(S(N)(=O)=O)sc2C1. Reaction SMILES: [CH3:14][Si:15]([CH3:16])([CH3:17])[N:18]=[C:19]=[O:20].[CH3:21][OH:22].[CH3:23][C:24]#[N:25].[S:1]([NH2:2])(=[O:3])(=[O:4])[c:5]1[cH:6][c:7]2[c:8]([s:13]1)[CH2:9][NH:10][CH2:11][CH2:12]2>>[S:1]([NH2:2])(=[O:3])(=[O:4])[c:5]1[cH:6][c:7]2[c:8]([s:13]1)[CH2:9][N:10]([C:19]([NH2:18])=[O:20])[CH2:11][CH2:12]2. Reactants: ClC1=NC(=NS1)CN1C(=CC2=C(C(=CC=C12)C#N)C(F)(F)F)C (1-[(5-Chloro-1,2,4-thiadiazol-3-yl)methyl]-2-methyl-4-(trifluoromethyl)-1H-indole-5-carbonitrile), FC(C=1C=C(C=C(C1)C(F)(F)F)B(O)O)(F)F ([3,5-bis(trifluoromethyl)phenyl]boronic acid), [F-].[Cs+] (cesium fluoride). Reagents/catalysts: C1=CC=C(C=C1)P(CCCCP(C2=CC=CC=C2)C3=CC=CC=C3)C4=CC=CC=C4.Cl[Pd]Cl ([1,4-bis(diphenylphosphino)butane]palladium(II) dichloride). Solvent: COCCOC (DME). Conditions: temperature 90 celsius, time 8 hour. Yields the product FC(C=1C=C(C=C(C1)C(F)(F)F)C1=NC(=NS1)CN1C(=CC2=C(C(=CC=C12)C#N)C(F)(F)F)C)(F)F (1-({5-[3,5-bis(Trifluoromethyl)phenyl]-1,2,4-thiadiazol-3-yl}methyl)-2-methyl-4-(trifluoromethyl)-1H-indole-5-carbonitrile). Yield: 40.1%. Reaction SMILES: Cl[C:2]1[S:6][N:5]=[C:4]([CH2:7][N:8]2[C:16]3[C:11](=[C:12]([C:19]([F:22])([F:21])[F:20])[C:13]([C:17]#[N:18])=[CH:14][CH:15]=3)[CH:10]=[C:9]2[CH3:23])[N:3]=1.[F:24][C:25]([F:40])([F:39])[C:26]1[CH:27]=[C:28](B(O)O)[CH:29]=[C:30]([C:32]([F:35])([F:34])[F:33])[CH:31]=1.[F-].[Cs+]>COCCOC.C1C=CC(P(C2C=CC=CC=2)CCCCP(C2C=CC=CC=2)C2C=CC=CC=2)=CC=1.Cl[Pd]Cl>[F:24][C:25]([F:39])([F:40])[C:26]1[CH:27]=[C:28]([C:2]2[S:6][N:5]=[C:4]([CH2:7][N:8]3[C:16]4[C:11](=[C:12]([C:19]([F:22])([F:21])[F:20])[C:13]([C:17]#[N:18])=[CH:14][CH:15]=4)[CH:10]=[C:9]3[CH3:23])[N:3]=2)[CH:29]=[C:30]([C:32]([F:33])([F:34])[F:35])[CH:31]=1 |f:2.3,5.6|. Procedure: To a solution of 1-[(5-chloro-1,2,4-thiadiazol-3-yl)methyl]-2-methyl-4-(trifluoromethyl)-1H-indole-5-carbonitrile (Example 326) (0.1 g, 0.28 mmol) in dry DME (3 mL) were added [3,5-bis(trifluoromethyl)phenyl]boronic acid (0.145 g, 0.56 mmol), cesium fluoride (0.13 g, 0.84 mmol) and [1,4-bis(diphenylphosphino)butane]palladium(II) dichloride (0.1 g, 0.17 mmol). The mixture was stirred at 90° C. in a sealed tube overnight. Solid was filtered and the filtrate was then concentrated in vacuo. The resi... The reactants are C(C)(=O)O[BH-](OC(C)=O)OC(C)=O.[Na+] (Sodium triacetoxyborohydride), Br.ClC=1C=C(OC=2C(=NNC2CN)C)C=C(C1)Cl ([4-(3,5-Dichlorophenoxy)-3-methyl-1H-pyrazol-5-yl]methanamine hydrobromide), FC1=CC=C(C=O)C=C1 (4-fluorobenzaldehyde). The reagents and catalysts are C(C)(=O)O (acetic acid). Solvent: ClCCl (dichloromethane). Conditions: time 3 hour. Product: ClC=1C=C(OC=2C(=NNC2CNCC2=CC=C(C=C2)F)C)C=C(C1)Cl (N-{[4-(3,5-Dichlorophenoxy)-3-methyl-1H-pyrazol-5-yl]methyl}-N-(4-fluorobenzyl)amine). Isolated yield 19.7%. As a reaction SMILES: C(O[BH-](OC(=O)C)OC(=O)C)(=O)C.[Na+].Br.[Cl:16][C:17]1[CH:18]=[C:19]([CH:29]=[C:30]([Cl:32])[CH:31]=1)[O:20][C:21]1[C:22]([CH3:28])=[N:23][NH:24][C:25]=1[CH2:26][NH2:27].[F:33][C:34]1[CH:41]=[CH:40][C:37]([CH:38]=O)=[CH:36][CH:35]=1>C(O)(=O)C.ClCCl>[Cl:16][C:17]1[CH:18]=[C:19]([CH:29]=[C:30]([Cl:32])[CH:31]=1)[O:20][C:21]1[C:22]([CH3:28])=[N:23][NH:24][C:25]=1[CH2:26][NH:27][CH2:38][C:37]1[CH:40]=[CH:41][C:34]([F:33])=[CH:35][CH:36]=1 |f:0.1,2.3|. Procedure details: Sodium triacetoxyborohydride (36 mg, 0.160 mmol) was added in one portion to a stirred solution of the pyrazole of Example 109 (150 mg, 0.400 mmol), 4-fluorobenzaldehyde (11 mg, 0.080 mmol) and acetic acid (3 drops) in dichloromethane (15 ml) at room temperature under nitrogen. The reaction was stirred for 3 hours and then concentrated under reduced pressure. The crude product was purified by flash chromatography on silica gel eluting with dichloromethane:methanol:ammonia (90:9:1, by volume) to ...